This data is from the Open Reaction Database (ORD), a public repository of structured organic reaction records. The task is: describe an organic reaction: reactants, conditions, products, and yield Reactants: [S] (sulfur), C(C)O[Si](CCCSSCCC[Si](OCC)(OCC)OCC)(OCC)OCC (bis-[γ-(triethoxysilyl)-propyl]-disulfide), [S] (sulfur), disulfides, trisulfides, [S] (sulfur), pentasulfide. The product is C(C)O[Si](CCCSSSSCCC[Si](OCC)(OCC)OCC)(OCC)OCC (Bis-[γ-(triethoxysilyl)-propyl]-tetrasulfide). Reaction SMILES: C(O[Si](OCC)(OCC)CCC[S:8][S:9][CH2:10][CH2:11][CH2:12][Si:13]([O:20][CH2:21][CH3:22])([O:17][CH2:18][CH3:19])[O:14][CH2:15][CH3:16])C.[S]>>[CH2:21]([O:20][Si:13]([O:17][CH2:18][CH3:19])([O:14][CH2:15][CH3:16])[CH2:12][CH2:11][CH2:10][S:9][S:8][S:8][S:9][CH2:10][CH2:11][CH2:12][Si:13]([O:14][CH2:15][CH3:16])([O:17][CH2:18][CH3:19])[O:20][CH2:21][CH3:22])[CH3:22] |^3:28|. Reported procedure: 47.5 g of bis-[γ-(triethoxysilyl)-propyl]-disulfide (0.1 mole) was heated together with 6.2 g of sulfur (0.2 mole) in a nitrogen gas atmosphere for about 50 hours at 160°C, until all of the sulfur had gone into solution and did not crystallize out again when the solution was cooled. A dark red, viscous solution was formed, which a thin-layer chromatograph shows to contain no more free sulfur, and which, according to mass spectrometric analysis, contains a small amount of pentasulfide in addition...